This data is from the Open Reaction Database (ORD), a public repository of structured organic reaction records. The task is: describe an organic reaction: reactants, conditions, products, and yield Reactants: CC1=CC=C2C=CC(=NC2=N1)N1C(C2=CC=CC=C2C1O)=O (2-(7-methyl-1,8-naphthyridin-2-yl)-3-hydroxy-1-isoindolinone), CC(CCCC(=O)Cl)C (5-methylhexanoyl chloride). The solvent is C(C)N(CC)CC (triethylamine). Product: CC(CCCC(=O)OC1N(C(C2=CC=CC=C12)=O)C1=NC2=NC(=CC=C2C=C1)C)C (2-(7-methyl-1,8-naphthyridin-2-yl)-3-oxo-1-isoindolinyl 5-methylhexanoate). Yield: 74.2%. Reaction SMILES: [CH3:1][C:2]1[N:11]=[C:10]2[C:5]([CH:6]=[CH:7][C:8]([N:12]3[CH:20]([OH:21])[C:19]4[C:14](=[CH:15][CH:16]=[CH:17][CH:18]=4)[C:13]3=[O:22])=[N:9]2)=[CH:4][CH:3]=1.[CH3:23][CH:24]([CH3:31])[CH2:25][CH2:26][CH2:27][C:28](Cl)=[O:29]>C(N(CC)CC)C>[CH3:23][CH:24]([CH3:31])[CH2:25][CH2:26][CH2:27][C:28]([O:22][CH:13]1[C:14]2[C:19](=[CH:18][CH:17]=[CH:16][CH:15]=2)[C:20](=[O:21])[N:12]1[C:8]1[CH:7]=[CH:6][C:5]2[C:10](=[N:11][C:2]([CH3:1])=[CH:3][CH:4]=2)[N:9]=1)=[O:29]. Procedure details: The procedure is as in example 7, but starting with 2-(7-methyl-1,8-naphthyridin-2-yl)-3-hydroxy-1-isoindolinone (3.7 g), 5-methylhexanoyl chloride (7.8 g), triethylamine (12 cc) and 4-diemthylaminopyridine (50 mg). After the solid obtained after treatment has been recrystallized in methylcyclohexane, 2-(7-methyl-1,8-naphthyridin-2-yl)-3-oxo-1-isoindolinyl 5-methylhexanoate (3.8 g), m.p. 144° C., is obtained. Starting materials: O=C1CCC(=O)N1Br, CO, CSc1nc(Cl)c2cccn2n1, C1CCOC1. Product: CSc1nc(Cl)c2ccc(Br)n2n1. As a reaction SMILES: [Br:18][N:19]1[C:20](=[O:21])[CH2:22][CH2:23][C:24]1=[O:25].[CH3:26][OH:27].[Cl:1][c:2]1[n:3][c:4]([S:11][CH3:12])[n:5][n:6]2[c:7]1[cH:8][cH:9][cH:10]2.[O:13]1[CH2:14][CH2:15][CH2:16][CH2:17]1>>[Cl:1][c:2]1[n:3][c:4]([S:11][CH3:12])[n:5][n:6]2[c:7]1[cH:8][cH:9][c:10]2[Br:18]. Starting materials: Cl (Hydrochloric acid), CC=1SC(=CC1C=O)C1=CC=CC=C1 (2-methyl-5-phenylthiophene-3-carbaldehyde), C1(CCCCC1)[Mg]Br.O1CCCC1 (Cyclohexylmagnesium bromide tetrahydrofuran), C1(CCCCC1)[Mg]Br.O1CCCC1 (cyclohexylmagnesium bromide tetrahydrofuran). The solvent is O1CCCC1 (tetrahydrofuran). Reaction conditions: time 2 hour. Yields the product C1(CCCCC1)C(O)C1=C(SC(=C1)C1=CC=CC=C1)C (cyclohexyl(2-methyl-5-phenylthiophen-3-yl)methanol). Yield: 96.0%. Reaction SMILES: [CH3:1][C:2]1[S:3][C:4]([C:9]2[CH:14]=[CH:13][CH:12]=[CH:11][CH:10]=2)=[CH:5][C:6]=1[CH:7]=[O:8].[CH:15]1([Mg]Br)[CH2:20][CH2:19][CH2:18][CH2:17][CH2:16]1.O1CCCC1.Cl>O1CCCC1>[CH:15]1([CH:7]([C:6]2[CH:5]=[C:4]([C:9]3[CH:14]=[CH:13][CH:12]=[CH:11][CH:10]=3)[S:3][C:2]=2[CH3:1])[OH:8])[CH2:20][CH2:19][CH2:18][CH2:17][CH2:16]1 |f:1.2|. Procedure details: To a solution of 2-methyl-5-phenylthiophene-3-carbaldehyde (1.72 g) synthesized above in tetrahydrofuran (40 mL) was added dropwise 1.0M cyclohexylmagnesium bromide-tetrahydrofuran solution (12.8 mL) at 0° C., and the mixture was stirred for 2 hr. 1.0M Cyclohexylmagnesium bromide-tetrahydrofuran solution (5 mL) was added dropwise again, and the mixture was further stirred at 0° C. for 1 hr. 1N Hydrochloric acid was added to quench the reaction, tetrahydrofuran was evaporated using evaporator, an... Reactants: CN(C(=O)C1=CC=C(C=C1)B(O)O)C ({4-[(dimethylamino)carbonyl]phenyl}boronic acid), BrC1=CC=C(C=C1)OCC1CCN(CC1)C(=O)OC(C)C (1-methylethyl 4-{[(4-bromophenyl)oxy]methyl}-1-piperidinecarboxylate), C(=O)([O-])[O-].[Na+].[Na+] (Na2CO3). Reagents/catalysts: Cl[Pd]([P](C1=CC=CC=C1)(C2=CC=CC=C2)C3=CC=CC=C3)([P](C4=CC=CC=C4)(C5=CC=CC=C5)C6=CC=CC=C6)Cl (Pd(PPh3)2Cl2). Solvent: COCCOC (DME). Yields the product CN(C(=O)C1=CC=C(C=C1)C1=CC=C(C=C1)OCC1CCN(CC1)C(=O)OC(C)C)C (1-Methylethyl 4-[({4′-[(dimethylamino)carbonyl]-4-biphenylyl}oxy)methyl]-1-piperidinecarboxylate). The yield is 34.2%. Reaction SMILES: [CH3:1][N:2]([CH3:14])[C:3]([C:5]1[CH:10]=[CH:9][C:8](B(O)O)=[CH:7][CH:6]=1)=[O:4].Br[C:16]1[CH:21]=[CH:20][C:19]([O:22][CH2:23][CH:24]2[CH2:29][CH2:28][N:27]([C:30]([O:32][CH:33]([CH3:35])[CH3:34])=[O:31])[CH2:26][CH2:25]2)=[CH:18][CH:17]=1.C([O-])([O-])=O.[Na+].[Na+]>Cl[Pd](Cl)([P](C1C=CC=CC=1)(C1C=CC=CC=1)C1C=CC=CC=1)[P](C1C=CC=CC=1)(C1C=CC=CC=1)C1C=CC=CC=1.COCCOC>[CH3:1][N:2]([CH3:14])[C:3]([C:5]1[CH:10]=[CH:9][C:8]([C:16]2[CH:17]=[CH:18][C:19]([O:22][CH2:23][CH:24]3[CH2:25][CH2:26][N:27]([C:30]([O:32][CH:33]([CH3:35])[CH3:34])=[O:31])[CH2:28][CH2:29]3)=[CH:20][CH:21]=2)=[CH:7][CH:6]=1)=[O:4] |f:2.3.4,^1:44,63|. Procedure: The title compound (29 mg, 27%) was prepared as a white solid from {4-[(dimethylamino)carbonyl]phenyl}boronic acid (39 mg, 0.2 mmol), 1-methylethyl 4-{[(4-bromophenyl)oxy]methyl}-1-piperidinecarboxylate (prepared as in Example 9, Step 2, 71 mg, 0.2 mmol), Pd(PPh3)2Cl2 (50 mg, 0.07 mmol), 2M Na2CO3 (1 mL) and DME (1 mL) in a manner similar to Example 21, Step 3, and worked up in a manner similar to Example 9, Step 3. 1H NMR (400 MHz, CDCl3): δ 7.63-7.42 (m, 6H), 6.96 (d, 2H, J=8.8 Hz), 4.98-4.81 ... The reactants are CO, O=[N+]([O-])c1ccccc1CNC1CN(C(c2ccccc2)c2ccccc2)C1. The product is Nc1ccccc1CNC1CN(C(c2ccccc2)c2ccccc2)C1. As a reaction SMILES: [CH3:29][OH:30].[c:1]1([CH:7]([N:8]2[CH2:9][CH:10]([NH:12][CH2:13][c:14]3[c:15]([N+:20]([O-:21])=[O:22])[cH:16][cH:17][cH:18][cH:19]3)[CH2:11]2)[c:23]2[cH:24][cH:25][cH:26][cH:27][cH:28]2)[cH:2][cH:3][cH:4][cH:5][cH:6]1>>[c:1]1([CH:7]([N:8]2[CH2:9][CH:10]([NH:12][CH2:13][c:14]3[c:15]([NH2:20])[cH:16][cH:17][cH:18][cH:19]3)[CH2:11]2)[c:23]2[cH:24][cH:25][cH:26][cH:27][cH:28]2)[cH:2][cH:3][cH:4][cH:5][cH:6]1. Starting materials: [Zn], O=[N+]([O-])c1ccc(CCCN2CCC(=C3c4ccccc4C=Cc4ccccc43)CC2)cc1. The product is Nc1ccc(CCCN2CCC(=C3c4ccccc4C=Cc4ccccc43)CC2)cc1. Reaction SMILES: [Zn:34].[cH:1]1[cH:2][cH:3][cH:4][c:5]2[c:11]1[CH:10]=[CH:9][c:8]1[c:7]([cH:15][cH:14][cH:13][cH:12]1)[C:6]2=[C:16]1[CH2:17][CH2:18][N:19]([CH2:22][CH2:23][CH2:24][c:25]2[cH:26][cH:27][c:28]([N+:31]([O-:32])=[O:33])[cH:29][cH:30]2)[CH2:20][CH2:21]1>>[cH:1]1[cH:2][cH:3][cH:4][c:5]2[c:11]1[CH:10]=[CH:9][c:8]1[c:7]([cH:15][cH:14][cH:13][cH:12]1)[C:6]2=[C:16]1[CH2:17][CH2:18][N:19]([CH2:22][CH2:23][CH2:24][c:25]2[cH:26][cH:27][c:28]([NH2:31])[cH:29][cH:30]2)[CH2:20][CH2:21]1. Procedure details: 30.0 g (148 mmol) of 5-chloro-2-nitrobenzoic acid was dissolved by stirring in 78 mL (744 mmol) of 50% dimethylamine aqueous solution under cooling in the ice bath. After the solution was put into a pressure-resistant container and sealed, the solution was stirred by heating in the oil bath for 23 hours at 60° C. The reaction solution was sufficiently cooled down and the inner pressure thereof was released. After confirming completion of the reaction by HPLC analysis, the reaction solution was p... The yield is 99.5%. RXN SMILES: Cl[C:2]1[CH:3]=[CH:4][C:5]([N+:11]([O-:13])=[O:12])=[C:6]([CH:10]=1)[C:7]([OH:9])=[O:8].[CH3:14][NH:15][CH3:16].Cl>O>[CH3:14][N:15]([CH3:16])[C:2]1[CH:3]=[CH:4][C:5]([N+:11]([O-:13])=[O:12])=[C:6]([CH:10]=1)[C:7]([OH:9])=[O:8]. Solvent: O (water), O (water). Starting materials: ClC=1C=CC(=C(C(=O)O)C1)[N+](=O)[O-] (5-chloro-2-nitrobenzoic acid), Cl (hydrochloric acid), CNC (dimethylamine), ice. Run at temperature 60 celsius, time 8 hour. Yields the product CN(C=1C=CC(=C(C(=O)O)C1)[N+](=O)[O-])C (5-dimethylamino-2-nitrobenzoic acid). Reactants: FC(C(=O)C(F)(F)F)(F)F (hexafluoroacetone), CC(C)C1=C(N=CS1)C1=CC=C(C=C1)SC (5-(1-methylethyl)-4-(4-methylthiophenyl)thiazole), CN(CCN(C)C)C (tetramethylethylenediamine), C(CCC)[Li] (n-butyl lithium). The solvent is O1CCCC1 (tetrahydrofuran). Reaction conditions: temperature -78 celsius, time 1 hour. The product is CC(C)C1=C(N=C(S1)C(O)(C(F)(F)F)C(F)(F)F)C1=CC=C(C=C1)SC (5-(1-methylethyl)-4-(4-methylthiophenyl)-α,α-bis(trifluoromethyl)thiazole-2-methanol). Isolated yield 78.9%. As a reaction SMILES: [CH3:1][CH:2]([C:4]1[S:8][CH:7]=[N:6][C:5]=1[C:9]1[CH:14]=[CH:13][C:12]([S:15][CH3:16])=[CH:11][CH:10]=1)[CH3:3].CN(C)CCN(C)C.C([Li])CCC.[F:30][C:31]([F:39])([F:38])[C:32]([C:34]([F:37])([F:36])[F:35])=[O:33]>O1CCCC1>[CH3:3][CH:2]([C:4]1[S:8][C:7]([C:32]([C:34]([F:37])([F:36])[F:35])([C:31]([F:39])([F:38])[F:30])[OH:33])=[N:6][C:5]=1[C:9]1[CH:14]=[CH:13][C:12]([S:15][CH3:16])=[CH:11][CH:10]=1)[CH3:1]. Procedure: To a solution of 4.50 g (18.0 mmol) of 5-(1-methylethyl)-4-(4-methylthiophenyl)thiazole and 3.15 ml (20.9 mmol) of tetramethylethylenediamine in 85 ml of tetrahydrofuran at -78° C. was added dropwise 20.0 ml (32.0 mmol) of n-butyl lithium (1.6M in hexane). The resulting solution was stirred for 1 hour at -78° C., and then 5.6 ml (50 mmol) of hexafluoroacetone was added dropwise. The mixture was stirred for 1 hour at -78° C. and then quenched by the rapid addition of 50 ml of sodium bicarbonate s...